From a dataset of the Open Reaction Database (ORD), a public repository of structured organic reaction records. describe an organic reaction: reactants, conditions, products, and yield Reaction conditions: time 18 hour. Yields the product CCCC(C)C (isohexane), C(C)(C)(C)[Si](OCCC=1SC=CC1)(C)C (tert-Butyldimethyl(2-(thiophen-2-yl)ethoxy)silane). As a reaction SMILES: [Si:1](Cl)([C:4]([CH3:7])([CH3:6])[CH3:5])([CH3:3])[CH3:2].[S:9]1[CH:13]=[CH:12][CH:11]=[C:10]1[CH2:14][CH2:15][OH:16].N1C=CN=C1>CN(C=O)C>[CH3:10][CH2:11][CH2:5][CH:4]([CH3:7])[CH3:6].[C:4]([Si:1]([CH3:3])([CH3:2])[O:16][CH2:15][CH2:14][C:10]1[S:9][CH:13]=[CH:12][CH:11]=1)([CH3:7])([CH3:6])[CH3:5]. The reactants are [Si](C)(C)(C(C)(C)C)Cl (tert-Butyldimethylsilyl chloride), S1C(=CC=C1)CCO (2-(2-thienyl)ethanol), N1C=NC=C1 (imidazole). Procedure: tert-Butyldimethylsilyl chloride (12.66 g) was added portionwise to 2-(2-thienyl)ethanol (9.0 g) and imidazole (5.7 g) in DMF (35 mL). The resulting solution was stirred for 18 h. The reaction mixture was partitioned between ethyl acetate and water. The organic layer was washed with water, dried over sodium sulphate and the solvents evaporated in vacuo. Purification was by silica gel chromatography, eluting with 99:1 to 96:4 ethyl acetate:isohexane to give the subtitled compound as a clear oil. ... The solvent is CN(C)C=O (DMF). Reactants: BrC1=NNC2=NC=C(C=C21)NC(C2=C(C(=CC=C2F)NS(=O)(=O)CCC)F)=O (N-(3-bromo-1H-pyrazolo[3,4-b]pyridin-5-yl)-2,6-difluoro-3-(propylsulfonamido)benzamide), CN(CCOC1=CC(=CC=C1)B1OC(C(O1)(C)C)(C)C)C (N,N-dimethyl-2-(3-(4,4,5,5-tetramethyl-1,3,2-dioxaborolan-2-yl)phenoxy)ethanamine), C(=O)([O-])[O-].[K+].[K+] (K2CO3). The reagents and catalysts are C=1C=CC(=CC1)[P](C=2C=CC=CC2)(C=3C=CC=CC3)[Pd]([P](C=4C=CC=CC4)(C=5C=CC=CC5)C=6C=CC=CC6)([P](C=7C=CC=CC7)(C=8C=CC=CC8)C=9C=CC=CC9)[P](C=1C=CC=CC1)(C=1C=CC=CC1)C=1C=CC=CC1 (Pd(PPh3)4). The solvent is CC#N.O (MeCN H2O), C(C)(=O)OCC (ethyl acetate). Conditions: temperature 160 celsius. Product: CN(CCOC=1C=C(C=CC1)C1=NNC2=NC=C(C=C21)NC(C2=C(C(=CC=C2F)NS(=O)(=O)CCC)F)=O)C (N-(3-(3-(2-(dimethylamino)ethoxy)phenyl)-1H-pyrazolo[3,4-b]pyridin-5-yl)-2,6-difluoro-3-(propylsulfonamido)benzamide). The yield is 27.5%. As a reaction SMILES: Br[C:2]1[C:10]2[C:5](=[N:6][CH:7]=[C:8]([NH:11][C:12](=[O:28])[C:13]3[C:18]([F:19])=[CH:17][CH:16]=[C:15]([NH:20][S:21]([CH2:24][CH2:25][CH3:26])(=[O:23])=[O:22])[C:14]=3[F:27])[CH:9]=2)[NH:4][N:3]=1.[CH3:29][N:30]([CH3:49])[CH2:31][CH2:32][O:33][C:34]1[CH:39]=[CH:38][CH:37]=[C:36](B2OC(C)(C)C(C)(C)O2)[CH:35]=1.C([O-])([O-])=O.[K+].[K+]>CC#N.O.C(OCC)(=O)C.C1C=CC([P]([Pd]([P](C2C=CC=CC=2)(C2C=CC=CC=2)C2C=CC=CC=2)([P](C2C=CC=CC=2)(C2C=CC=CC=2)C2C=CC=CC=2)[P](C2C=CC=CC=2)(C2C=CC=CC=2)C2C=CC=CC=2)(C2C=CC=CC=2)C2C=CC=CC=2)=CC=1>[CH3:29][N:30]([CH3:49])[CH2:31][CH2:32][O:33][C:34]1[CH:35]=[C:36]([C:2]2[C:10]3[C:5](=[N:6][CH:7]=[C:8]([NH:11][C:12](=[O:28])[C:13]4[C:18]([F:19])=[CH:17][CH:16]=[C:15]([NH:20][S:21]([CH2:24][CH2:25][CH3:26])(=[O:23])=[O:22])[C:14]=4[F:27])[CH:9]=3)[NH:4][N:3]=2)[CH:37]=[CH:38][CH:39]=1 |f:2.3.4,5.6,^1:69,71,90,109|. Reported procedure: Pd(PPh3)4 (0.0075 g, 0.0065 mmol) was added to a suspension of N-(3-bromo-1H-pyrazolo[3,4-b]pyridin-5-yl)-2,6-difluoro-3-(propylsulfonamido)benzamide (0.031 g, 0.065 mmol), N,N-dimethyl-2-(3-(4,4,5,5-tetramethyl-1,3,2-dioxaborolan-2-yl)phenoxy)ethanamine (0.029 g, 0.098 mmol) and K2CO3 (0.072 g, 0.52 mmol) in MeCN/H2O (4:1, 1 mL). The reaction mixture was heated to 160° C. in a microwave reactor for 30 minutes. The reaction mixture was cooled to room temperature, diluted with ethyl acetate and f... Reported procedure: A solution of 4-ethylbromobenzene (300.0 mg, 1.62 mmol) in 2.0 mL of THF was cooled to -78° C. and tert-butyllithium (207.6 mg, 3.24 mmol, 1.9 mL of a 1.7M solution in pentane) was added to give a yellow solution. After 30 minutes a solution of ZnCl2 (408.0 mg, 3.0 mmol) in 4.0 mL THF was slowly added via cannula. The resulting solution was warmed to room temperature and transferred via cannula to a solution of ethyl 6-(2,2-dimethyl-4-trifluoromethanesulfonyloxy-(2H)-thiochromen-6-ylethynyl) nic... Run in C1CCOC1 (THF), C1CCOC1 (THF), CCCCC (pentane), C1CCOC1 (THF). The product is C(C)C1=CC=C(C=C1)C1=CC(SC2=CC=C(C=C12)C#CC1=NC=C(C(=O)OCC)C=C1)(C)C (Ethyl 6-[[4-(4-ethylphenyl)-2,2-dimethyl-(2H)-thiochromen-6-yl]-ethynyl]-nicotinate), EtOAc hexanes. Reagents/catalysts: C=1C=CC(=CC1)[P](C=2C=CC=CC2)(C=3C=CC=CC3)[Pd]([P](C=4C=CC=CC4)(C=5C=CC=CC5)C=6C=CC=CC6)([P](C=7C=CC=CC7)(C=8C=CC=CC8)C=9C=CC=CC9)[P](C=1C=CC=CC1)(C=1C=CC=CC1)C=1C=CC=CC1 (tetrakis(triphenylphosphine)palladium(0)), [Cl-].[Cl-].[Zn+2] (ZnCl2). The yield is 10.0%. As a reaction SMILES: [CH2:1]([C:3]1[CH:8]=[CH:7][C:6](Br)=[CH:5][CH:4]=1)[CH3:2].C([Li])(C)(C)C.[CH3:15][C:16]1([CH3:47])[CH:25]=[C:24](OS(C(F)(F)F)(=O)=O)[C:23]2[C:18](=[CH:19][CH:20]=[C:21]([C:34]#[C:35][C:36]3[CH:46]=[CH:45][C:39]([C:40]([O:42][CH2:43][CH3:44])=[O:41])=[CH:38][N:37]=3)[CH:22]=2)[S:17]1>C1COCC1.CCCCC.[Cl-].[Cl-].[Zn+2].C1C=CC([P]([Pd]([P](C2C=CC=CC=2)(C2C=CC=CC=2)C2C=CC=CC=2)([P](C2C=CC=CC=2)(C2C=CC=CC=2)C2C=CC=CC=2)[P](C2C=CC=CC=2)(C2C=CC=CC=2)C2C=CC=CC=2)(C2C=CC=CC=2)C2C=CC=CC=2)=CC=1>[CH2:1]([C:3]1[CH:8]=[CH:7][C:6]([C:24]2[C:23]3[C:18](=[CH:19][CH:20]=[C:21]([C:34]#[C:35][C:36]4[CH:46]=[CH:45][C:39]([C:40]([O:42][CH2:43][CH3:44])=[O:41])=[CH:38][N:37]=4)[CH:22]=3)[S:17][C:16]([CH3:15])([CH3:47])[CH:25]=2)=[CH:5][CH:4]=1)[CH3:2] |f:5.6.7,^1:64,66,85,104|. Starting materials: CC1(SC2=CC=C(C=C2C(=C1)OS(=O)(=O)C(F)(F)F)C#CC1=NC=C(C(=O)OCC)C=C1)C (ethyl 6-(2,2-dimethyl-4-trifluoromethanesulfonyloxy-(2H)-thiochromen-6-ylethynyl)-nicotinate), C(C)C1=CC=C(C=C1)Br (4-ethylbromobenzene), C(C)(C)(C)[Li] (tert-butyllithium), solution, CC1(SC2=CC=C(C=C2C(=C1)OS(=O)(=O)C(F)(F)F)C#CC1=NC=C(C(=O)OCC)C=C1)C (ethyl 6-(2,2-dimethyl-4-trifluoromethanesulfonyloxy-(2H)-thiochromen-6-ylethynyl)-nicotinate). Starting materials: CC(=O)O (AcOH), ice water, [N+](=O)([N+](=O)[O-])[O-] (Nitrogen tetroxide), C(C)(=O)[O-].[Na+] (sodium acetate), ClCCNC(=O)N=[N+]=[N-] (2-chloroethylcarbamoyl azide). Solvent: C(Cl)(Cl)(Cl)Cl (carbon tetrachloride). Reaction conditions: temperature 0 celsius, time 15 minute. Yields the product ClCCN(C(=O)N=[N+]=[N-])N=O (N-(chloroethyl)-N-nitrosocarbamoyl azide). Reaction SMILES: [N+:1]([O-])([N+]([O-])=O)=[O:2].C([O-])(=O)C.[Na+].[Cl:12][CH2:13][CH2:14][NH:15][C:16]([N:18]=[N+:19]=[N-:20])=[O:17].CC(O)=O>C(Cl)(Cl)(Cl)Cl>[Cl:12][CH2:13][CH2:14][N:15]([N:1]=[O:2])[C:16]([N:18]=[N+:19]=[N-:20])=[O:17] |f:1.2|. Reported procedure: Nitrogen tetroxide (0,3 mole) was slowly added to a suspension of anhydrous sodium acetate (0.6 mole) in 300 ml of carbon tetrachloride at -10° C. After warming to 0° C., 2-chloroethylcarbamoyl azide (0.2) was slowly added with a spatula to the stirred suspension. A white precipitate was formed (AcOH). After 15 minutes, the reaction mixture was poured into ice water. The separated organic phase was extracted twice with 50 ml of a cold solution of NaHCO3 (1 molar) and was then washed neutral with... The reactants are NC1=C2C(C(=CN(C2=C(C(=C1F)F)OC)C1CC1)C(=O)O)=O (5-amino-1-cyclopropyl-6,7-difluoro-8-methoxy-1,4-dihydro-4-oxo-quinoline-3-carboxylic acid), amino substituted amino disubstituted amino hydroxy-3-alkyl 3,3-dialkyl 3,5-dialkyl 3,3,5-trialkyl, N1CCCCC1 (piperidine). The product is O=C1C(=CNC2=CC=CC=C12)C(=O)O (1,4-dihydro-4-oxo-quinoline-3-carboxylic acid). As a reaction SMILES: N[C:2]1[C:11](F)=[C:10](F)[C:9](OC)=[C:8]2[C:3]=1[C:4](=[O:22])[C:5]([C:19]([OH:21])=[O:20])=[CH:6][N:7]2C1CC1.N1CCCCC1>>[O:22]=[C:4]1[C:3]2[C:8](=[CH:9][CH:10]=[CH:11][CH:2]=2)[NH:7][CH:6]=[C:5]1[C:19]([OH:21])=[O:20]. Procedure details: 5-Amino-1-cyclopropyl-6-fluoro-8-methoxy-7-{(4-amino/substituted amino/disubstituted amino/hydroxy-3-alkyl/3,3-dialkyl/3,5-dialkyl/3,3,5-trialkyl)1-1-piperidinyl)-1,4-dihydro-4-oxo-quinoline-3-carboxylic acid and isomers were prepared by a procedure described in Method 1 by using 5-amino-1-cyclopropyl-6,7-difluoro-8-methoxy-1,4-dihydro-4-oxo-quinoline-3-carboxylic acid and appropriate {4-(amino/substituted amino/disubstituted amino/hydroxy-3-alkyl/3,3-dialkyl/3,5-dialkyl/3,3,5-trialkyl)} piperid... The reactants are CC(C)Br, CC(C)(C)[O-], CS(C)=O, [K+], O=Cc1cccc(O)c1. The product is CC(C)Oc1cccc(C=O)c1. Reaction SMILES: [Br:16][CH:17]([CH3:18])[CH3:19].[CH3:10][C:11]([CH3:12])([CH3:13])[O-:14].[CH3:20][S:21]([CH3:22])=[O:23].[K+:15].[OH:1][c:2]1[cH:3][c:4]([CH:5]=[O:6])[cH:7][cH:8][cH:9]1>>[O:1]([c:2]1[cH:3][c:4]([CH:5]=[O:6])[cH:7][cH:8][cH:9]1)[CH:11]([CH3:10])[CH3:12].